This data is from the Open Reaction Database (ORD), a public repository of structured organic reaction records. The task is: describe an organic reaction: reactants, conditions, products, and yield Starting materials: CC1(C)Cc2ccc(-c3cc(Oc4cccc5sc(N)nc45)ncn3)cc2O1, CC(=O)OC(C)=O, Cc1ccccc1. Yields the product CC(=O)Nc1nc2c(Oc3cc(-c4ccc5c(c4)OC(C)(C)C5)ncn3)cccc2s1. RXN SMILES: [CH3:1][C:2]1([CH3:28])[O:3][c:4]2[c:5]([cH:7][cH:8][c:9](-[c:11]3[cH:12][c:13]([O:17][c:18]4[cH:19][cH:20][cH:21][c:22]5[c:23]4[n:24][c:25]([NH2:27])[s:26]5)[n:14][cH:15][n:16]3)[cH:10]2)[CH2:6]1.[CH3:29][C:30](=[O:31])[O:32][C:33](=[O:34])[CH3:35].[CH3:36][c:37]1[cH:38][cH:39][cH:40][cH:41][cH:42]1>>[CH3:1][C:2]1([CH3:28])[O:3][c:4]2[c:5]([cH:7][cH:8][c:9](-[c:11]3[cH:12][c:13]([O:17][c:18]4[cH:19][cH:20][cH:21][c:22]5[c:23]4[n:24][c:25]([NH:27][C:30]([CH3:29])=[O:31])[s:26]5)[n:14][cH:15][n:16]3)[cH:10]2)[CH2:6]1. Starting materials: c1ccc(COCC2OC2COCc2ccccc2)cc1, [O-][Cl+3]([O-])([O-])O, C1CCOC1, O. Product: OC(COCc1ccccc1)C(O)COCc1ccccc1. As a reaction SMILES: [CH2:1]([c:2]1[cH:3][cH:4][cH:5][cH:6][cH:7]1)[O:8][CH2:9][CH:10]1[CH:11]([CH2:12][O:13][CH2:14][c:15]2[cH:16][cH:17][cH:18][cH:19][cH:20]2)[O:21]1.[Cl+3:22]([O-:23])([OH:24])([O-:25])[O-:26].[O:27]1[CH2:28][CH2:29][CH2:30][CH2:31]1.[OH2:32]>>[CH2:1]([c:2]1[cH:3][cH:4][cH:5][cH:6][cH:7]1)[O:8][CH2:9][CH:10]([CH:11]([CH2:12][O:13][CH2:14][c:15]1[cH:16][cH:17][cH:18][cH:19][cH:20]1)[OH:23])[OH:21].